This data is from the Open Reaction Database (ORD), a public repository of structured organic reaction records. The task is: describe an organic reaction: reactants, conditions, products, and yield Starting materials: ClCCCC(=O)NC1CCC(CC1)(F)F (4-chloro-N-(4,4-difluoro-cyclohexyl)-butyramide), [H-].[Na+] (NaH). The solvent is C1CCOC1 (THF), CCOCC (Et2O). The product is FC1(CCC(CC1)N1C(CCC1)=O)F (1-(4,4-difluoro-cyclohexyl)-pyrrolidin-2-one). Isolated yield 55.0%. RXN SMILES: Cl[CH2:2][CH2:3][CH2:4][C:5]([NH:7][CH:8]1[CH2:13][CH2:12][C:11]([F:15])([F:14])[CH2:10][CH2:9]1)=[O:6].[H-].[Na+]>C1COCC1.CCOCC>[F:14][C:11]1([F:15])[CH2:12][CH2:13][CH:8]([N:7]2[CH2:2][CH2:3][CH2:4][C:5]2=[O:6])[CH2:9][CH2:10]1 |f:1.2|. Procedure details: Heat the mixture of 4-chloro-N-(4,4-difluoro-cyclohexyl)-butyramide (0.41 g, 1.7 mmol) and 0.69 g of NaH in 17 mL of THF to 70° C. for overnight. Dilute the reaction mixture with Et2O. Filter the precipitate through a pad of celite. Wash the organic layer with saturated aqueous NaCl, dry over Na2SO4, filter and concentrate. Purify the crude material by chromatography to afford 0.19 g of the title compound: mass spectrum (m/z): 204 (M+1).